From a dataset of the Open Reaction Database (ORD), a public repository of structured organic reaction records. describe an organic reaction: reactants, conditions, products, and yield Starting materials: C(C)(C)(C)OC(NC1=C(C=C(C(=C1)Cl)C(F)(F)F)[N+](=O)[O-])=O ((5-chloro-2-nitro-4-trifluoromethyl-phenyl)-carbamic acid tert-butyl ester), N1CCCC1 (pyrrolidine). The solvent is CS(=O)C (DMSO). Product: C(C)(C)(C)OC(NC1=C(C=C(C(=C1)N1CCCC1)C(F)(F)F)[N+](=O)[O-])=O ((2-Nitro-5-pyrrolidin-1-yl-4-trifluoromethyl-phenyl)-carbamic acid tert-butyl ester), solid. Isolated yield 98.0%. RXN SMILES: [C:1]([O:5][C:6](=[O:22])[NH:7][C:8]1[CH:13]=[C:12](Cl)[C:11]([C:15]([F:18])([F:17])[F:16])=[CH:10][C:9]=1[N+:19]([O-:21])=[O:20])([CH3:4])([CH3:3])[CH3:2].[NH:23]1[CH2:27][CH2:26][CH2:25][CH2:24]1>CS(C)=O>[C:1]([O:5][C:6](=[O:22])[NH:7][C:8]1[CH:13]=[C:12]([N:23]2[CH2:27][CH2:26][CH2:25][CH2:24]2)[C:11]([C:15]([F:18])([F:17])[F:16])=[CH:10][C:9]=1[N+:19]([O-:21])=[O:20])([CH3:4])([CH3:3])[CH3:2]. Procedure details: The title compound was prepared from (5-chloro-2-nitro-4-trifluoromethyl-phenyl)-carbamic acid tert-butyl ester (Example A1) (6.81 g, 20 mmol), pyrrolidine (8.27 mL, 100 mmol) in DMSO (70 mL) at RT according to the general procedure C. Obtained as a yellow solid (7.35 g, 98%). Reactants: [Si](C)(C)(C(C)(C)C)OC1=C2C(OCC2=C(C(=C1C/C=C(/CC(C(=O)OC)C)\C)OC)C)=O (methyl (E)-6-(4-tert-butyldimethylsilyloxy-1,3-dihydro-6-methoxy-7-methyl-3-oxoisobenzofuran-5-yl)-2,4-dimethyl-4-hexenoate), [F-].C(CCC)[N+](CCCC)(CCCC)CCCC (tetra-n-butylammonium fluoride). Solvent: O1CCCC1 (tetrahydrofuran), O1CCCC1 (tetrahydrofuran), ice water. Yields the product OC1=C2C(OCC2=C(C(=C1C/C=C(/CC(C(=O)OC)C)\C)OC)C)=O (methyl (E)-6-(1,3-dihydro-4-hydroxy-6-methoxy-7-methyl-3-oxoisobenzofuran-5-yl)-2,4-dimethyl-4-hexenoate). RXN SMILES: [Si]([O:8][C:9]1[C:17]([CH2:18]/[CH:19]=[C:20](\[CH3:28])/[CH2:21][CH:22]([CH3:27])[C:23]([O:25][CH3:26])=[O:24])=[C:16]([O:29][CH3:30])[C:15]([CH3:31])=[C:14]2[C:10]=1[C:11](=[O:32])[O:12][CH2:13]2)(C(C)(C)C)(C)C.[F-].C([N+](CCCC)(CCCC)CCCC)CCC>O1CCCC1>[OH:8][C:9]1[C:17]([CH2:18]/[CH:19]=[C:20](\[CH3:28])/[CH2:21][CH:22]([CH3:27])[C:23]([O:25][CH3:26])=[O:24])=[C:16]([O:29][CH3:30])[C:15]([CH3:31])=[C:14]2[C:10]=1[C:11](=[O:32])[O:12][CH2:13]2 |f:1.2|. Procedure: To methyl (E)-6-(4-tert-butyldimethylsilyloxy-1,3-dihydro-6-methoxy-7-methyl-3-oxoisobenzofuran-5-yl)-2,4-dimethyl-4-hexenoate (0.8 g) in tetrahydrofuran (5 ml) was added 1N tetra-n-butylammonium fluoride in tetrahydrofuran (4 ml). After 10 minutes the solution was diluted with ice water and extracted with ethyl acetate. The extract was dried and evaporated to give methyl (E)-6-(1,3-dihydro-4-hydroxy-6-methoxy-7-methyl-3-oxoisobenzofuran-5-yl)-2,4-dimethyl-4-hexenoate as an oil. The reactants are Cl (hydrogen chloride), N[C@@H](C(C)(C)S)C(=O)O (penicillamine), C(C)O (ethanol), Cl (HCl). Conditions: temperature -30 celsius. Product: Cl.C(C)OC([C@@H](N)C(C)(C)S)=O (Penicillamine ethyl ester hydrochloride). Yield: 39.0%. As a reaction SMILES: [ClH:1].[NH2:2][C@H:3]([C:8]([OH:10])=[O:9])[C:4]([SH:7])([CH3:6])[CH3:5].[CH2:11](O)[CH3:12]>>[ClH:1].[CH2:11]([O:9][C:8](=[O:10])[C@H:3]([C:4]([SH:7])([CH3:6])[CH3:5])[NH2:2])[CH3:12] |f:3.4|. Reported procedure: Dry hydrogen chloride is bubbled through a suspension of penicillamine (25 g, 0.167 mole) in 300 ml of dry ethanol until all is in solution. The warm solution is then cooled in an ice bath to 0°-5° C. and saturated with dry HCl. The ice bath is removed and the reaction mixture is heated to reflux for 2 hours, then is concentrated in vacuo to a viscous golden oil which is cooled (-30° C.) overnight. After warming to room temperature, the material, now a mixture of white crystalline solid and oil,... The reactants are CI (methyl iodide), ClC1=CC=C(C=C1)C(C(C)N1N=CN=C1)=O (4'-Chloro-2-(1H-1,2,4-triazol-1-yl)propiophenone), [H-].[Na+] (sodium hydride). The solvent is O1CCCC1 (tetrahydrofuran), O1CCCC1 (tetrahydrofuran), O1CCCC1 (tetrahydrofuran), O (water). Conditions: time 10 minute. Yields the product ClC1=CC=C(C=C1)C(C(C)(N1N=CN=C1)C)=O (4'-Chloro-2-methyl-2-(1H-1,2,4-triazol-1-yl)propiophenone). Isolated yield 79.3%. Reaction SMILES: [Cl:1][C:2]1[CH:7]=[CH:6][C:5]([C:8](=[O:16])[CH:9]([N:11]2[CH:15]=[N:14][CH:13]=[N:12]2)[CH3:10])=[CH:4][CH:3]=1.[H-].[Na+].[CH3:19]I>O1CCCC1.O>[Cl:1][C:2]1[CH:7]=[CH:6][C:5]([C:8](=[O:16])[C:9]([CH3:19])([N:11]2[CH:15]=[N:14][CH:13]=[N:12]2)[CH3:10])=[CH:4][CH:3]=1 |f:1.2|. Reported procedure: 4'-Chloro-2-(1H-1,2,4-triazol-1-yl)propiophenone (2 g.) in dry tetrahydrofuran (30 ml) was added to a suspension of sodium hydride (480 mg. of a 60% dispersion in oil) in dry tetrahydrofuran (20 ml) at 0° under a nitrogen atmosphere. After stirring for 10 minutes, methyl iodide (2.28 g.) in dry tetrahydrofuran (10 ml.) was added dropwise and the reaction mixture was then stirred at 0° for 1 hour and then at room temperature overnight. The reaction mixture was then diluted with water (20 ml), ext... Reactants: C(C)O[C@H](C)C[C@@H](C)OCC1=CC=CC=C1 ((2R, 4R)-2-ethoxy-4-benzyloxypentane), Cl (hydrochloric acid). Reagents/catalysts: [C].[Pd] (palladium-carbon). Solvent: C(C)O (ethanol). The product is C(C)O[C@@H](C[C@@H](C)O)C ((2R, 4R)-4-ethoxy-2pentanol). The yield is 47.8%. Reaction SMILES: [CH2:1]([O:3][C@@H:4]([CH2:6][C@H:7]([O:9]CC1C=CC=CC=1)[CH3:8])[CH3:5])[CH3:2].Cl>C(O)C.[C].[Pd]>[CH2:1]([O:3][C@H:4]([CH3:5])[CH2:6][C@H:7]([OH:9])[CH3:8])[CH3:2] |f:3.4|. Reported procedure: 3.20 g of this (2R, 4R)-2-ethoxy-4-benzyloxypentane was dissolved in 50 ml of ethanol. 0.30 g of 0% palladium-carbon and 5 ml of 1 N hydrochloric acid were added, and hydrogenation was carried out at the room temperature at the atmospheric pressure. The catalyst was removed by filtration. The filtrate was concentrated. The residue was subjected to column chromatography (silica gel, developing solvent=chloroform) to obtain 0.91 g of (2R, 4R)-4-ethoxy-2pentanol. The reactants are C(C1=CC=CC=C1)C1=CC=CC(=N1)C(OC)=N (methyl 6-benzyl-2-picoline imidate), [Cl-].[NH4+] (ammonium chloride). Run in C(C)O (ethanol). As a reaction SMILES: [CH2:1]([C:8]1[N:13]=[C:12]([C:14](=[NH:17])OC)[CH:11]=[CH:10][CH:9]=1)[C:2]1[CH:7]=[CH:6][CH:5]=[CH:4][CH:3]=1.[Cl-:18].[NH4+:19]>C(O)C>[ClH:18].[CH2:1]([C:8]1[N:13]=[C:12]([C:14]([NH2:17])=[NH:19])[CH:11]=[CH:10][CH:9]=1)[C:2]1[CH:7]=[CH:6][CH:5]=[CH:4][CH:3]=1 |f:1.2,4.5|. Yields the product Cl.C(C1=CC=CC=C1)C1=CC=CC(=N1)C(=N)N (6-benzyl-2-picoline amidine hydrochloride). Procedure: A mixture of methyl 6-benzyl-2-picoline imidate (0.81 g, 0.0036 moles) and ammonium chloride (0.21 g, 0.0039 moles) in ethanol (9 ml) was refluxed for 5 hours. The ethanol was removed in vacuo to give 6-benzyl-2-picoline amidine hydrochloride which was used in the final stage without further purification. Reaction conditions: time 2 hour. The product is OCCC[C@H](CC(=O)OC)C (Methyl (R)-(+)-6-Hydroxy-3-methylhexanoate). Starting materials: C(C[C@H](C)CCC=C(C)C)(=O)OC (methyl (R)-(+)-citronellate), 03, CO (methanol), [BH4-].[Na+] (NaBH4). Reaction SMILES: [C:1]([O:12][CH3:13])(=[O:11])[CH2:2][C@@H:3]([CH2:5][CH2:6][CH:7]=C(C)C)[CH3:4].[BH4-].[Na+].C[OH:17]>>[OH:17][CH2:7][CH2:6][CH2:5][C@@H:3]([CH3:4])[CH2:2][C:1]([O:12][CH3:13])=[O:11] |f:1.2|. Procedure details: 9.42 g (51 mmol) of methyl (R)-(+)-citronellate (9) are dissolved in 26 ml of methanol and saturated with 2.45 g (51 mmol) of 03 for 1 h at -30° C. Then 3.12 g (82 mmol) of NaBH4 (sic) are added in small portions with stirring. During the highly exothermic reaction, which lasts for 2 h, the temperature is kept between -20° C. and +10° C. Then cooling is discontinued and the mixture is brought to room temperature. A high proportion of the methanol is distilled off and to the residue are added 80 ... Reactants: CC(C)(C)OC(=O)N1CCC(c2ccc(C(=O)O)cc2)CC1, CC(C)(C)c1cccc(N)c1, CC(C)(C)OC(=O)N1CCN(c2ccc(C(=O)Nc3cccc(C(C)(C)C)c3)cc2)CC1. The product is CC(C)(C)OC(=O)N1CCC(c2ccc(C(=O)Nc3cccc(C(C)(C)C)c3)cc2)CC1. As a reaction SMILES: [C:1](=[O:2])([O:3][C:4]([CH3:5])([CH3:6])[CH3:7])[N:8]1[CH2:9][CH2:10][CH:11]([c:14]2[cH:15][cH:16][c:17]([C:20](=[O:21])[OH:22])[cH:18][cH:19]2)[CH2:12][CH2:13]1.[C:23]([CH3:24])([CH3:25])([CH3:26])[c:27]1[cH:28][c:29]([NH2:30])[cH:31][cH:32][cH:33]1.[C:34]([O:35][C:36]([N:37]1[CH2:38][CH2:39][N:40]([c:41]2[cH:42][cH:43][c:44]([C:45](=[O:46])[NH:47][c:48]3[cH:49][cH:50][cH:51][c:52]([C:53]([CH3:54])([CH3:55])[CH3:56])[cH:57]3)[cH:58][cH:59]2)[CH2:60][CH2:61]1)=[O:62])([CH3:63])([CH3:64])[CH3:65]>>[C:1](=[O:2])([O:3][C:4]([CH3:5])([CH3:6])[CH3:7])[N:8]1[CH2:9][CH2:10][CH:11]([c:14]2[cH:15][cH:16][c:17]([C:20](=[O:22])[NH:30][c:29]3[cH:28][c:27]([C:23]([CH3:24])([CH3:25])[CH3:26])[cH:33][cH:32][cH:31]3)[cH:18][cH:19]2)[CH2:12][CH2:13]1.